This data is from the Open Reaction Database (ORD), a public repository of structured organic reaction records. The task is: describe an organic reaction: reactants, conditions, products, and yield The product is C(=C)(C)C1=NC(=CC2=CC(=CC=C12)O)NC1=NNC(=C1)C (1-Isopropenyl-3-(5-methyl-1H-pyrazol-3-ylamino)-isoquinolin-6-ol). Procedure details: Similar procedure as described in example 131 was used, starting from 1-Bromo-3-(5-methyl-1H-pyrazol-3-ylamino)-isoquinolin-6-ol and isopropenylboronic acid pinacol ester to give 1-Isopropenyl-3-(5-methyl-1H-pyrazol-3-ylamino)-isoquinolin-6-ol. LC-MS m/e 281(MH+). The reactants are BrC1=NC(=CC2=CC(=CC=C12)O)NC1=NNC(=C1)C (1-Bromo-3-(5-methyl-1H-pyrazol-3-ylamino)-isoquinolin-6-ol), C(=C)(C)B1OC(C)(C)C(C)(C)O1 (isopropenylboronic acid pinacol ester). RXN SMILES: Br[C:2]1[C:11]2[C:6](=[CH:7][C:8]([OH:12])=[CH:9][CH:10]=2)[CH:5]=[C:4]([NH:13][C:14]2[CH:18]=[C:17]([CH3:19])[NH:16][N:15]=2)[N:3]=1.[C:20](B1OC(C)(C)C(C)(C)O1)([CH3:22])=[CH2:21]>>[C:20]([C:2]1[C:11]2[C:6](=[CH:7][C:8]([OH:12])=[CH:9][CH:10]=2)[CH:5]=[C:4]([NH:13][C:14]2[CH:18]=[C:17]([CH3:19])[NH:16][N:15]=2)[N:3]=1)([CH3:22])=[CH2:21].